From a dataset of the Open Reaction Database (ORD), a public repository of structured organic reaction records. describe an organic reaction: reactants, conditions, products, and yield Reactants: [BH3-]C#N.[Na+] (NaCNBH3), NC1=NNC2=NC=NC(=C21)NC2=CC(=CC=C2)Cl (3-amino-4-(3-chloro-phenylamino)-1H-pyrazolo[3,4-d]pyrimidine), C(C)(=O)O (acetic acid), C1OC2=C(C=O)C=CC=C2O1 (2,3-methylenedioxy-benzaldehyde). Solvent: CO (methanol), CN1CCN(C1=O)C (DMEU). Yields the product ClC=1C=C(C=CC1)NC1=C2C(=NC=N1)NN=C2NCC2=C1C(=CC=C2)OCO1 (4-(3-Chloro-phenylamino)-3-(2,3-methylenedioxybenzylamino)-1H-pyrazolo[3,4-d]pyrimidine). RXN SMILES: [NH2:1][C:2]1[C:10]2[C:5](=[N:6][CH:7]=[N:8][C:9]=2[NH:11][C:12]2[CH:17]=[CH:16][CH:15]=[C:14]([Cl:18])[CH:13]=2)[NH:4][N:3]=1.C(O)(=O)C.[CH2:23]1[O:33][C:32]2[C:25](=[C:26]([CH:29]=[CH:30][CH:31]=2)[CH:27]=O)[O:24]1.[BH3-]C#N.[Na+]>CO.CN1C(=O)N(C)CC1>[Cl:18][C:14]1[CH:13]=[C:12]([NH:11][C:9]2[N:8]=[CH:7][N:6]=[C:5]3[NH:4][N:3]=[C:2]([NH:1][CH2:27][C:26]4[CH:29]=[CH:30][CH:31]=[C:32]5[O:33][CH2:23][O:24][C:25]=45)[C:10]=23)[CH:17]=[CH:16][CH:15]=1 |f:3.4|. Procedure details: Analogously to Example 21, 1.00 mmol of 3-amino-4-(3-chloro-phenylamino)-1H-pyrazolo[3,4-d]pyrimidine in 26 ml of methanol, 13 ml of DMEU and 3.0 mmol of acetic acid are first reacted with 2,3-methylenedioxy-benzaldehyde and then reduced with 7.00 mmol of NaCNBH3 (5-7 days). 4-(3-Chloro-phenylamino)-3-(2,3-methylenedioxybenzylamino)-1H-pyrazolo[3,4-d]pyrimidine is obtained; m.p. 214-215° C.; HPLC: TRet (Grad5-40)=24.1. Starting materials: C(C1=CC=CC=C1)N1C(=NC=2C(=NC=3C=CC=CC3C21)N)S(=O)(=O)C (1-benzyl-2-(methylsulfonyl)-1H-imidazo[4,5-c]quinolin-4-amine), C[O-].[Na+] (sodium methoxide). The solvent is CO (methanol), CO (methanol). Run at time 1 hour. The product is C(C1=CC=CC=C1)N1C(=NC=2C(=NC=3C=CC=CC3C21)N)OC (1-benzyl-2-methoxy-1H-imidazo[4,5-c]quinolin-4-amine). RXN SMILES: [CH2:1]([N:8]1[C:20]2[C:19]3[CH:18]=[CH:17][CH:16]=[CH:15][C:14]=3[N:13]=[C:12]([NH2:21])[C:11]=2[N:10]=[C:9]1S(C)(=O)=O)[C:2]1[CH:7]=[CH:6][CH:5]=[CH:4][CH:3]=1.[CH3:26][O-:27].[Na+]>CO>[CH2:1]([N:8]1[C:20]2[C:19]3[CH:18]=[CH:17][CH:16]=[CH:15][C:14]=3[N:13]=[C:12]([NH2:21])[C:11]=2[N:10]=[C:9]1[O:27][CH3:26])[C:2]1[CH:7]=[CH:6][CH:5]=[CH:4][CH:3]=1 |f:1.2|. Procedure details: A solution of 1-benzyl-2-(methylsulfonyl)-1H-imidazo[4,5-c]quinolin-4-amine (890 mg, 2.5 mmol) in methanol (10 mL) was stirred at room temperature for two minutes, and sodium methoxide (5 mL of a 25% w/w solution in methanol) was added. The resulting suspension was stirred at room temperature for one hour and then concentrated under reduced pressure. The residue was partitioned between ethyl acetate (200 mL) and water (150 mL). The organic layer was separated and dried over magnesium sulfate, fi... RXN SMILES: [CH2:1]([c:2]1[cH:3][cH:4][cH:5][cH:6][cH:7]1)[O:8][c:9]1[cH:10][cH:11][c:12]2[cH:13][n:14][n:15]([CH2:18][CH:19]([CH3:20])[O:21][Si:22]([CH3:23])([CH3:24])[C:25]([CH3:26])([CH3:27])[CH3:28])[c:16]2[cH:17]1.[CH3:34][OH:35].[Cl:31][CH2:32][Cl:33].[H:29][H:30]>>[OH:8][c:9]1[cH:10][cH:11][c:12]2[cH:13][n:14][n:15]([CH2:18][CH:19]([CH3:20])[O:21][Si:22]([CH3:23])([CH3:24])[C:25]([CH3:26])([CH3:27])[CH3:28])[c:16]2[cH:17]1. The reactants are CC(Cn1ncc2ccc(OCc3ccccc3)cc21)O[Si](C)(C)C(C)(C)C, CO, ClCCl, [H][H]. The product is CC(Cn1ncc2ccc(O)cc21)O[Si](C)(C)C(C)(C)C. The reactants are CCc1nc(NC2c3ccccc3CC2O)c(CC)nc1Br, CCc1cnc(CC)c(NC2CCCc3cccc(OC)c32)n1. Product: CCc1nc(NC2CCCc3cccc(OC)c32)c(CC)nc1Br. RXN SMILES: [Br:1][c:2]1[n:3][c:4]([CH2:5][CH3:6])[c:7]([NH:8][CH:9]2[c:10]3[c:11]([cH:12][cH:13][cH:14][cH:15]3)[CH2:16][CH:17]2[OH:18])[n:19][c:20]1[CH2:21][CH3:22].[CH2:23]([CH3:24])[c:25]1[c:26]([NH:33][CH:34]2[CH2:35][CH2:36][CH2:37][c:38]3[cH:39][cH:40][cH:41][c:42]([O:44][CH3:45])[c:43]32)[n:27][c:28]([CH2:31][CH3:32])[cH:29][n:30]1>>[Br:1][c:29]1[c:28]([CH2:31][CH3:32])[n:27][c:26]([NH:33][CH:34]2[CH2:35][CH2:36][CH2:37][c:38]3[cH:39][cH:40][cH:41][c:42]([O:44][CH3:45])[c:43]32)[c:25]([CH2:23][CH3:24])[n:30]1. The reactants are C(C1=CC=CC=C1)OCCC=1N=C(OC1C)C1=CC=C(C=C1)Br (4-(2-benzyloxy-ethyl)-2-(4-bromo-phenyl)-5-methyl-oxazole), C1(=CC=CC=C1)O (phenol), [O-]P(=O)([O-])[O-].[K+].[K+].[K+] (K3PO4). Reagents/catalysts: CC(=O)[O-].CC(=O)[O-].[Pd+2] (Pd(OAc)2), C(C)(C)(C)P(C1=C(C=CC=C1)C1=CC=CC=C1)C(C)(C)C (2-(di-tert-butylphosphino)biphenyl). The solvent is C1(=CC=CC=C1)C (toluene). Conditions: temperature 100 celsius. Yields the product C(C1=CC=CC=C1)OCCC=1N=C(OC1C)C1=CC=C(C=C1)OC1=CC=CC=C1 (4-(2-Benzyloxy-ethyl)-5-methyl-2-(4-phenoxy-phenyl)-oxazole). The yield is 78.9%. As a reaction SMILES: [CH2:1]([O:8][CH2:9][CH2:10][C:11]1[N:12]=[C:13]([C:17]2[CH:22]=[CH:21][C:20](Br)=[CH:19][CH:18]=2)[O:14][C:15]=1[CH3:16])[C:2]1[CH:7]=[CH:6][CH:5]=[CH:4][CH:3]=1.[C:24]1([OH:30])[CH:29]=[CH:28][CH:27]=[CH:26][CH:25]=1.[O-]P([O-])([O-])=O.[K+].[K+].[K+]>C1(C)C=CC=CC=1.CC([O-])=O.CC([O-])=O.[Pd+2].C(P(C(C)(C)C)C1C=CC=CC=1C1C=CC=CC=1)(C)(C)C>[CH2:1]([O:8][CH2:9][CH2:10][C:11]1[N:12]=[C:13]([C:17]2[CH:22]=[CH:21][C:20]([O:30][C:24]3[CH:29]=[CH:28][CH:27]=[CH:26][CH:25]=3)=[CH:19][CH:18]=2)[O:14][C:15]=1[CH3:16])[C:2]1[CH:7]=[CH:6][CH:5]=[CH:4][CH:3]=1 |f:2.3.4.5,7.8.9|. Procedure details: A mixture of 4-(2-benzyloxy-ethyl)-2-(4-bromo-phenyl)-5-methyl-oxazole (0.025 mol, 9.2 g), phenol (0.03 mol, 2.8 g), K3PO4 (0.05 mol, 10.6 g), 2-(di-tert-butylphosphino)biphenyl (1.8 mmol, 0.54 g) and Pd(OAc)2 (1.2 mmol, 0.28 g) in toluene (350 mL) was degassed with nitrogen and heated at 100° C. for 18 h. Additional Pd(OAc)2 (0.5 g) and phosphine ligand (1.0 g) were added, and the mixture was heated 5 h at 100° C. The reaction was concentrated and purified directly by silica gel chromatography ...